From a dataset of the Open Reaction Database (ORD), a public repository of structured organic reaction records. describe an organic reaction: reactants, conditions, products, and yield Starting materials: BrCc1ccc(Br)cc1, CN(C)C=O, [H-], c1ccc(Nc2ccccc2)cc1, [Na+], O. Product: Brc1ccc(CN(c2ccccc2)c2ccccc2)cc1. RXN SMILES: [Br:14][c:15]1[cH:16][cH:17][c:18]([CH2:19][Br:20])[cH:21][cH:22]1.[CH3:26][N:27]([CH3:28])[CH:29]=[O:30].[H-:23].[NH:1]([c:2]1[cH:3][cH:4][cH:5][cH:6][cH:7]1)[c:8]1[cH:9][cH:10][cH:11][cH:12][cH:13]1.[Na+:24].[OH2:25]>>[N:1]([c:2]1[cH:3][cH:4][cH:5][cH:6][cH:7]1)([c:8]1[cH:9][cH:10][cH:11][cH:12][cH:13]1)[CH2:19][c:18]1[cH:17][cH:16][c:15]([Br:14])[cH:22][cH:21]1. The reactants are I.C1(=CC=CC=C1)C(NC(SC)=N)C1=CC=CC=C1 (1-diphenylmethyl-2-methyl-2-thiopseudourea hydroiodide), CNCCCN (N-methyl-1,3-diaminopropane). The solvent is ClC1=C(C=CC=C1)Cl (o-dichlorobenzene). The product is I.C1(=CC=CC=C1)C(C1=CC=CC=C1)NC=1N(CCCN1)C (2-Diphenylmethylamino-1,4,5,6-tetrahydro-1-methylpyrimidine Hydroiodide). As a reaction SMILES: [IH:1].[C:2]1([CH:8]([C:14]2[CH:19]=[CH:18][CH:17]=[CH:16][CH:15]=2)[NH:9][C:10](=[NH:13])SC)[CH:7]=[CH:6][CH:5]=[CH:4][CH:3]=1.[CH3:20][NH:21][CH2:22][CH2:23][CH2:24]N>ClC1C=CC=CC=1Cl>[IH:1].[C:2]1([CH:8]([NH:9][C:10]2[N:21]([CH3:20])[CH2:22][CH2:23][CH2:24][N:13]=2)[C:14]2[CH:19]=[CH:18][CH:17]=[CH:16][CH:15]=2)[CH:7]=[CH:6][CH:5]=[CH:4][CH:3]=1 |f:0.1,4.5|. Procedure details: To 38.43 grams (0.10 mole) of 1-diphenylmethyl-2-methyl-2-thiopseudourea hydroiodide in 270 milliliters of o-dichlorobenzene was added 8.81 grams (0.10 mole) of N-methyl-1,3-diaminopropane, and the resulting mixture was allowed to reflux for about 21 hours to produce the desired 2-diphenylmethylamino-1,4,5,6-tetrahydro-1-methylpyrimidine product. Thereafter, the mixture was allowed to cool, the solvent was decanted off and isopropanol was added to the residue to obtain 35.0 grams (86 percent yie...